Task: describe an organic reaction: reactants, conditions, products, and yield. Dataset: the Open Reaction Database (ORD), a public repository of structured organic reaction records Starting materials: ClC=1C=C2C(C(NC2=CC1)=O)(C1=C(C=CC=C1)OC)N1[C@@H](CCCC1)C(=O)N(C)C ((2S)-1-[5-chloro-3-(2-methoxyphenyl)-2-oxo-2,3-dihydro-1H-indol-3-yl]-N,N-dimethylpiperidine-2-carboxamide), COC1=CC(=C(C=C1)S(=O)(=O)Cl)OC(F)(F)F (4-methoxy-2-(trifluoromethoxy)benzene sulfonyl chloride). The product is ClC=1C=C2C(C(N(C2=CC1)S(=O)(=O)C1=C(C=C(C=C1)OC)OC(F)(F)F)=O)(C1=C(C=CC=C1)OC)N1[C@@H](CCCC1)C(=O)N(C)C ((2S)-1-(5-chloro-3-(2-methoxyphenyl)-1-{[4-methoxy-2-(trifluoromethoxy)phenyl]sulfonyl}-2-oxo-2,3-dihydro-1H-indol-3-yl)-N,N-dimethylpiperidine-2-carboxamide). Yield: 40.4%. RXN SMILES: [Cl:1][C:2]1[CH:3]=[C:4]2[C:8](=[CH:9][CH:10]=1)[NH:7][C:6](=[O:11])[C:5]2([N:20]1[CH2:25][CH2:24][CH2:23][CH2:22][C@H:21]1[C:26]([N:28]([CH3:30])[CH3:29])=[O:27])[C:12]1[CH:17]=[CH:16][CH:15]=[CH:14][C:13]=1[O:18][CH3:19].[CH3:31][O:32][C:33]1[CH:38]=[CH:37][C:36]([S:39](Cl)(=[O:41])=[O:40])=[C:35]([O:43][C:44]([F:47])([F:46])[F:45])[CH:34]=1>>[Cl:1][C:2]1[CH:3]=[C:4]2[C:8](=[CH:9][CH:10]=1)[N:7]([S:39]([C:36]1[CH:37]=[CH:38][C:33]([O:32][CH3:31])=[CH:34][C:35]=1[O:43][C:44]([F:45])([F:46])[F:47])(=[O:41])=[O:40])[C:6](=[O:11])[C:5]2([N:20]1[CH2:25][CH2:24][CH2:23][CH2:22][C@H:21]1[C:26]([N:28]([CH3:29])[CH3:30])=[O:27])[C:12]1[CH:17]=[CH:16][CH:15]=[CH:14][C:13]=1[O:18][CH3:19]. Procedure: With 500 mg of (2S)-1-[5-chloro-3-(2-methoxyphenyl)-2-oxo-2,3-dihydro-1H-indol-3-yl]-N,N-dimethylpiperidine-2-carboxamide, which is the compound described in Preparation 3.49 (Isomer B) of Publication No. WO01/98295 and 374 mg of 4-methoxy-2-(trifluoromethoxy)benzene sulfonyl chloride as starting materials, 322 mg of the title compound (colorless amorphous) was obtained by a similar method to Example 2. As a reaction SMILES: C(OC([N:8]1[C:16]2[C:11](=[CH:12][C:13]([O:17][CH2:18][C:19]3[CH:24]=[CH:23][CH:22]=[CH:21][CH:20]=3)=[CH:14][CH:15]=2)[C:10]([C:25]2[N:26](C(OC(C)(C)C)=O)[C:27]3[C:32]([CH:33]=2)=[CH:31][C:30]([O:34][CH2:35][CH2:36][N:37]2[CH2:42][CH2:41][O:40][CH2:39][CH2:38]2)=[CH:29][CH:28]=3)=[N:9]1)=O)(C)(C)C.Cl>O1CCOCC1>[CH2:18]([O:17][C:13]1[CH:12]=[C:11]2[C:16](=[CH:15][CH:14]=1)[NH:8][N:9]=[C:10]2[C:25]1[NH:26][C:27]2[C:32]([CH:33]=1)=[CH:31][C:30]([O:34][CH2:35][CH2:36][N:37]1[CH2:38][CH2:39][O:40][CH2:41][CH2:42]1)=[CH:29][CH:28]=2)[C:19]1[CH:24]=[CH:23][CH:22]=[CH:21][CH:20]=1. Reactants: C(C)(C)(C)OC(=O)N1N=C(C2=CC(=CC=C12)OCC1=CC=CC=C1)C=1N(C2=CC=C(C=C2C1)OCCN1CCOCC1)C(=O)OC(C)(C)C (5-benzyloxy-3-[1-tert-butoxycarbonyl-5-(2-morpholin-4-ylethoxy)-1H-indol-2-yl]indazole-1-carboxylic acid tert-butyl ester), Cl (hydrochloric acid). Procedure details: 1.0 g of 5-benzyloxy-3-[1-tert-butoxycarbonyl-5-(2-morpholin-4-ylethoxy)-1H-indol-2-yl]indazole-1-carboxylic acid tert-butyl ester are stirred at ambient temperature for 18 hours in 6 ml of a 4M hydrochloric acid solution in dioxane. The product is filtered through sintered glass, and rinsed with dioxane to obtain 692.4 mg of 5-benzyloxy-3-[5-(2-morpholin-4-ylethoxy)-1H-indol-2-yl]-1H-indazole. Isolated yield 98.8%. Yields the product C(C1=CC=CC=C1)OC=1C=C2C(=NNC2=CC1)C=1NC2=CC=C(C=C2C1)OCCN1CCOCC1 (5-benzyloxy-3-[5-(2-morpholin-4-ylethoxy)-1H-indol-2-yl]-1H-indazole). The solvent is O1CCOCC1 (dioxane). Starting materials: C1CCOC1, CC1(C)c2cccc(P(c3ccccc3)c3ccccc3)c2Oc2c(P(c3ccccc3)c3ccccc3)cccc21, Clc1nccc2sccc12, [K+], [K+], [K+], Nc1nccs1, O=C(C=Cc1ccccc1)C=Cc1ccccc1, O=C(C=Cc1ccccc1)C=Cc1ccccc1, O=C(C=Cc1ccccc1)C=Cc1ccccc1, O=P([O-])([O-])[O-], [Pd], [Pd]. The product is c1csc(Nc2nccc3sccc23)n1. Reaction SMILES: [CH2:67]1[O:68][CH2:69][CH2:70][CH2:71]1.[CH3:17][C:18]1([CH3:19])[c:20]2[cH:21][cH:22][cH:23][c:24]([P:25]([c:26]3[cH:27][cH:28][cH:29][cH:30][cH:31]3)[c:32]3[cH:33][cH:34][cH:35][cH:36][cH:37]3)[c:38]2[O:39][c:40]2[c:41]1[cH:42][cH:43][cH:44][c:45]2[P:46]([c:47]1[cH:48][cH:49][cH:50][cH:51][cH:52]1)[c:53]1[cH:54][cH:55][cH:56][cH:57][cH:58]1.[Cl:1][c:2]1[n:3][cH:4][cH:5][c:6]2[c:7]1[cH:8][cH:9][s:10]2.[K+:64].[K+:65].[K+:66].[NH2:11][c:12]1[s:13][cH:14][cH:15][n:16]1.[O:110]=[C:111]([CH:112]=[CH:113][c:114]1[cH:115][cH:116][cH:117][cH:118][cH:119]1)[CH:120]=[CH:121][c:122]1[cH:123][cH:124][cH:125][cH:126][cH:127]1.[O:74]=[C:75]([CH:76]=[CH:77][c:78]1[cH:79][cH:80][cH:81][cH:82][cH:83]1)[CH:84]=[CH:85][c:86]1[cH:87][cH:88][cH:89][cH:90][cH:91]1.[O:92]=[C:93]([CH:94]=[CH:95][c:96]1[cH:97][cH:98][cH:99][cH:100][cH:101]1)[CH:102]=[CH:103][c:104]1[cH:105][cH:106][cH:107][cH:108][cH:109]1.[P:59]([O-:60])([O-:61])([O-:62])=[O:63].[Pd:72].[Pd:73]>>[c:2]1([NH:11][c:12]2[s:13][cH:14][cH:15][n:16]2)[n:3][cH:4][cH:5][c:6]2[c:7]1[cH:8][cH:9][s:10]2. Starting materials: CCOC(=O)C1CC1C(O)c1ccc2c(N)ncnn12, CC[SiH](CC)CC, ClCCl, O=C(O)C(F)(F)F, [Na+], [Na+], O=C([O-])[O-]. Yields the product CCOC(=O)C1CC1Cc1ccc2c(N)ncnn12. RXN SMILES: [CH2:1]([CH3:2])[O:3][C:4](=[O:5])[CH:6]1[CH:7]([CH:9]([OH:10])[c:11]2[cH:12][cH:13][c:14]3[c:15]([NH2:20])[n:16][cH:17][n:18][n:19]23)[CH2:8]1.[CH2:21]([SiH:22]([CH2:23][CH3:24])[CH2:25][CH3:26])[CH3:27].[Cl:41][CH2:42][Cl:43].[F:28][C:29]([F:30])([F:31])[C:32]([OH:33])=[O:34].[Na+:35].[Na+:36].[O-:37][C:38](=[O:39])[O-:40]>>[CH2:1]([CH3:2])[O:3][C:4](=[O:5])[CH:6]1[CH:7]([CH2:9][c:11]2[cH:12][cH:13][c:14]3[c:15]([NH2:20])[n:16][cH:17][n:18][n:19]23)[CH2:8]1. Isolated yield 68.8%. As a reaction SMILES: O[C:2]1([C:18]2[C:22]([CH3:23])=[C:21]([Br:24])[S:20][C:19]=2[F:25])[CH2:7][CH2:6][N:5]([C:8]([O:10][CH2:11][C:12]2[CH:17]=[CH:16][CH:15]=[CH:14][CH:13]=2)=[O:9])[CH2:4][CH2:3]1.FC(F)(F)C(O)=O.C([O-])(O)=O.[Na+]>C([SiH](CC)CC)C>[Br:24][C:21]1[S:20][C:19]([F:25])=[C:18]([CH:2]2[CH2:7][CH2:6][N:5]([C:8]([O:10][CH2:11][C:12]3[CH:17]=[CH:16][CH:15]=[CH:14][CH:13]=3)=[O:9])[CH2:4][CH2:3]2)[C:22]=1[CH3:23] |f:2.3|. Solvent: C(C)[SiH](CC)CC (triethylsilane). Reported procedure: To an ice-cooled, rapidly stirred slurry of 4-hydroxy-4-(5-bromo-2-fluoro-4-methylthiophenyl)-N-Cbz-piperidine (7.82 g) in triethylsilane (19.7 g) was slowly added tri-fluoroacetic acid (18.6 g). When addition was complete the mixture was warmed to room temperature and stirred overnight (18 h). At the end of this period the mixture was poured into 100 mL saturated NaHCO3 and extracted with DCM. Extracts were combined, dried over Na2SO4, filtered, and concentrated under reduced pressure to give a... Starting materials: ice, C(=O)(O)[O-].[Na+] (NaHCO3), OC1(CCN(CC1)C(=O)OCC1=CC=CC=C1)C1=C(SC(=C1C)Br)F (4-hydroxy-4-(5-bromo-2-fluoro-4-methylthiophenyl)-N-Cbz-piperidine), FC(C(=O)O)(F)F (tri-fluoroacetic acid). Conditions: time 18 hour. Yields the product BrC1=C(C(=C(S1)F)C1CCN(CC1)C(=O)OCC1=CC=CC=C1)C (4-(5-Bromo-2-fluoro-4-methylthiophenyl)-N-Cbz-piperidine). Starting materials: NC1=C(C=CC=C1)N1CCCC1 (1-(2-aminophenyl)pyrrolidine), CN=C=S (methyl isothiocyanate). Procedure details: Reaction of 1-(2-aminophenyl)pyrrolidine (10 g) with methyl isothiocyanate (6.3 g) in dichloromethane (45 ml) at room temperature for 4 days gave 1-methyl-3-[2-(1-pyrrolidinyl)phenyl]thiourea (m.p. 125°-126° C.). The solvent is ClCCl (dichloromethane). RXN SMILES: [NH2:1][C:2]1[CH:7]=[CH:6][CH:5]=[CH:4][C:3]=1[N:8]1[CH2:12][CH2:11][CH2:10][CH2:9]1.[CH3:13][N:14]=[C:15]=[S:16]>ClCCl>[CH3:13][NH:14][C:15]([NH:1][C:2]1[CH:7]=[CH:6][CH:5]=[CH:4][C:3]=1[N:8]1[CH2:12][CH2:11][CH2:10][CH2:9]1)=[S:16]. Product: CNC(=S)NC1=C(C=CC=C1)N1CCCC1 (1-methyl-3-[2-(1-pyrrolidinyl)phenyl]thiourea). Starting materials: C=C1c2cnccc2C=C(N2CCN(C)CC2)c2ccccc21, Cl, [Na+], [OH-]. Product: C=C1c2cnccc2CC(=O)c2ccccc21. Reaction SMILES: [CH3:1][N:2]1[CH2:3][CH2:4][N:5]([C:8]2=[CH:9][c:10]3[c:11]([cH:12][n:13][cH:14][cH:15]3)[C:16](=[CH2:23])[c:17]3[c:18]2[cH:19][cH:20][cH:21][cH:22]3)[CH2:6][CH2:7]1.[ClH:26].[Na+:25].[OH-:24]>>[C:8]1(=[O:24])[CH2:9][c:10]2[c:11]([cH:12][n:13][cH:14][cH:15]2)[C:16](=[CH2:23])[c:17]2[c:18]1[cH:19][cH:20][cH:21][cH:22]2. RXN SMILES: C([C:3]1[C:17]([Cl:18])=[C:16]([Cl:19])[C:6]2[O:7][CH:8]([C:11]([O:13][CH2:14][CH3:15])=[O:12])[CH2:9][O:10][C:5]=2[CH:4]=1)=O.C1C=CC=CC=1.C[C:27](C)=[O:28]>>[CH:27]([C:4]1[C:5]2[O:10][CH2:9][CH:8]([C:11]([O:13][CH2:14][CH3:15])=[O:12])[O:7][C:6]=2[C:16]([Cl:19])=[C:17]([Cl:18])[CH:3]=1)=[O:28] |f:1.2|. Product: C(=O)C1=CC(=C(C=2OC(COC21)C(=O)OCC)Cl)Cl (ethyl 5-formyl-7,8-dichloro-1,4-benzodioxane-2-carboxylate). Reactants: C(=O)C1=CC2=C(OC(CO2)C(=O)OCC)C(=C1Cl)Cl (ethyl 6-formyl-7,8-dichloro-1,4-benzodioxane-2-carboxylate), C1=CC=CC=C1.CC(=O)C (benzene acetone). Isolated yield 49.0%. Procedure: This is passed through Lober column B (made by Merck) with benzene/acetone (30/1) as an eluent. The product in the earliest fraction is recrystallized from acetone/ether/petroleum ether to give 1.031 g (yield 47%) of the objective ethyl 6-formyl-7,8-dichloro-1,4-benzodioxane-2-carboxylate (Ib'-51), m.p. 101°-102° C. And the product in the later fractions are also recrystallized in the same manner as above to give 1.057 g (yield 49%) of ethyl 5-formyl-7,8-dichloro-1,4-benzodioxane-2-carboxylate (...